This data is from the Open Reaction Database (ORD), a public repository of structured organic reaction records. The task is: describe an organic reaction: reactants, conditions, products, and yield The reactants are ClC1=NC2=C(C=CC=C2C(=N1)N1C(C2=CC=CC=C2CC1)C1CC1)OC (2-Chloro-8-Methoxy-4-(1-Cyclopropyl-1,2,3,4-Tetrahydroisoquinoline-2-Yl) Quinazoline), FC1=CC(=C(N)C=C1)C (4-fluoro-2-methylaniline). The solvent is CN(C=O)C (dimethyl-formamide). Product: Cl.FC1=CC(=C(C=C1)NC1=NC2=C(C=CC=C2C(=N1)N1C(C2=CC=CC=C2CC1)C1CC1)OC)C (2-(4-Fluoro-2-Methylphenyl-Amino)-8-Methoxy-4-(1-cyclopropyl-1,2,3,4-Tetrahydroisoquinoline-2-Yl)Quinazoline Hydrochloride). Yield: 71.0%. Reaction SMILES: [Cl:1][C:2]1[N:11]=[C:10]([N:12]2[CH2:21][CH2:20][C:19]3[C:14](=[CH:15][CH:16]=[CH:17][CH:18]=3)[CH:13]2[CH:22]2[CH2:24][CH2:23]2)[C:9]2[C:4](=[C:5]([O:25][CH3:26])[CH:6]=[CH:7][CH:8]=2)[N:3]=1.[F:27][C:28]1[CH:34]=[CH:33][C:31]([NH2:32])=[C:30]([CH3:35])[CH:29]=1>CN(C)C=O>[ClH:1].[F:27][C:28]1[CH:34]=[CH:33][C:31]([NH:32][C:2]2[N:11]=[C:10]([N:12]3[CH2:21][CH2:20][C:19]4[C:14](=[CH:15][CH:16]=[CH:17][CH:18]=4)[CH:13]3[CH:22]3[CH2:23][CH2:24]3)[C:9]3[C:4](=[C:5]([O:25][CH3:26])[CH:6]=[CH:7][CH:8]=3)[N:3]=2)=[C:30]([CH3:35])[CH:29]=1 |f:3.4|. Reported procedure: In accordance with the same procedures as in Example 18, except that to a mixture of 2.25 g of the compound (6.15 mM) prepared in Example 11 and 15 ml of dimethyl-formamide, 1.05 ml of 4-fluoro-2-methylaniline(12.9 mM) was added, 2.15 g of the title compound was prepared. The reactants are C(C=C)C1=CC=CC=2N(C(=NC21)COC2=CC=C(C=C2)Cl)CCCC2CCN(CC2)C(=O)OC(C)(C)C (4-(prop-2-enyl)-2-[(4-chlorophenoxy)methyl]-1-[3-[1-(t-butoxycarbonyl)piperidin-4-yl]propyl]benzimidazole), FC(C(=O)O)(F)F (trifluoroacetic acid). Run in C(Cl)Cl (methylene chloride). Reaction conditions: time 8 hour. Yields the product FC(C(=O)O)(F)F.C(C=C)C1=CC=CC=2N(C(=NC21)COC2=CC=C(C=C2)Cl)CCCC2CCNCC2 (4-(prop-2-enyl)-2-[(4-chlorophenoxy)methyl]-1-[3-(piperidin-4-yl)propyl]benzimidazole trifluoroacetate). RXN SMILES: [CH2:1]([C:4]1[C:12]2[N:11]=[C:10]([CH2:13][O:14][C:15]3[CH:20]=[CH:19][C:18]([Cl:21])=[CH:17][CH:16]=3)[N:9]([CH2:22][CH2:23][CH2:24][CH:25]3[CH2:30][CH2:29][N:28](C(OC(C)(C)C)=O)[CH2:27][CH2:26]3)[C:8]=2[CH:7]=[CH:6][CH:5]=1)[CH:2]=[CH2:3].[F:38][C:39]([F:44])([F:43])[C:40]([OH:42])=[O:41]>C(Cl)Cl>[F:38][C:39]([F:44])([F:43])[C:40]([OH:42])=[O:41].[CH2:1]([C:4]1[C:12]2[N:11]=[C:10]([CH2:13][O:14][C:15]3[CH:20]=[CH:19][C:18]([Cl:21])=[CH:17][CH:16]=3)[N:9]([CH2:22][CH2:23][CH2:24][CH:25]3[CH2:26][CH2:27][NH:28][CH2:29][CH2:30]3)[C:8]=2[CH:7]=[CH:6][CH:5]=1)[CH:2]=[CH2:3] |f:3.4|. Reported procedure: In a 100 ml single neck round bottom flask, under a nitrogen atmosphere, 4-(prop-2-enyl)-2-[(4-chlorophenoxy)methyl]-1-[3-[1-(t-butoxycarbonyl)piperidin-4-yl]propyl]benzimidazole (300 mg, 0.572 mmol) was added to anhydrous methylene chloride (20 ml). To this was added trifluoroacetic acid (0.44 ml, 652 mg, 5.72 mmol). The resulting mixture is stirred overnight at room temperature. The progress of the reaction was monitored by thin layer chromatography. The solvents were removed in vacuo. Yield: 98.0%. Starting materials: BrC=1C(=CC(=C(C#N)C1)Cl)OC (5-Bromo-2-chloro-4-methoxybenzonitrile), O (H2O), [OH-].[Na+] (sodium hydroxide). Solvent: C(C)O (ethanol). Run at temperature 100 celsius. The product is BrC=1C(=CC(=C(C(=O)O)C1)Cl)OC (5-Bromo-2-chloro-4-methoxybenzoic acid). RXN SMILES: [Br:1][C:2]1[C:3]([O:11][CH3:12])=[CH:4][C:5]([Cl:10])=[C:6]([CH:9]=1)[C:7]#N.[OH2:13].[OH-:14].[Na+]>C(O)C>[Br:1][C:2]1[C:3]([O:11][CH3:12])=[CH:4][C:5]([Cl:10])=[C:6]([CH:9]=1)[C:7]([OH:14])=[O:13] |f:2.3|. Reported procedure: To a solution of 5-bromo-2-chloro-4-methoxybenzonitrile (3, 30.6 g, 124 mmol) in ethanol (450 mL)/H2O (225 mL) was added sodium hydroxide (124 g, 3.1 mol). The solution was refluxed at 100° C. overnight, cooled to room temperature and evaporated to remove ethanol. The aqueous layer was cooled to 0° C., acidified with concentrated hydrogen chloride (190 mL). The generated white solid was filtered, washed with water and dried in vacuo to yield the title compound (32 g, 122 mmol, 98%) as a white so... Starting materials: CC(C(=O)O)N(C)C(=O)OC(C)(C)C, ClCCCl, CC(N)C(=O)OCc1ccccc1, CN1CCOCC1, Cc1ccccc1, CN(C)C=O, Cl, O, On1nnc2ccccc21. The product is CC(NC(=O)C(C)N(C)C(=O)OC(C)(C)C)C(=O)OCc1ccccc1. Reaction SMILES: [C:29](=[O:30])([O:31][C:32]([CH3:33])([CH3:34])[CH3:35])[N:36]([CH:37]([CH3:38])[C:39](=[O:40])[OH:41])[CH3:42].[CH2:25]([Cl:26])[CH2:27][Cl:28].[CH2:2]([c:3]1[cH:4][cH:5][cH:6][cH:7][cH:8]1)[O:9][C:10]([CH:11]([NH2:12])[CH3:13])=[O:14].[CH3:43][N:44]1[CH2:45][CH2:46][O:47][CH2:48][CH2:49]1.[CH3:50][c:51]1[cH:52][cH:53][cH:54][cH:55][cH:56]1.[CH3:58][N:59]([CH3:60])[CH:61]=[O:62].[ClH:1].[OH2:57].[OH:15][n:16]1[c:17]2[c:18]([cH:19][cH:20][cH:21][cH:22]2)[n:23][n:24]1>>[CH2:2]([c:3]1[cH:4][cH:5][cH:6][cH:7][cH:8]1)[O:9][C:10]([CH:11]([NH:12][C:39]([CH:37]([N:36]([C:29](=[O:30])[O:31][C:32]([CH3:33])([CH3:34])[CH3:35])[CH3:42])[CH3:38])=[O:40])[CH3:13])=[O:14]. The reactants are C(=O)NC=1SC=C(N1)C(C(=O)NC1[C@@H]2N(C(=C(CS2)CSC=2SC(=NN2)CNC(=O)OC(C)(C)C)C(=O)O)C1=O)=NOCCNC(=O)OC(C)(C)C (7-[2-(2-Formamidothiazol-4-yl)-2-(2-tert-butoxycarbonylaminoethoxyimino)acetamido]-3-(5-tert-butoxycarbonylaminomethyl-1,3,4-thiadiazol-2-yl)thiomethyl-3-cephem-4-carboxylic acid), Cl (hydrochloric acid). Run in CO (methanol). The product is Cl.Cl.Cl.NC=1SC=C(N1)C(C(=O)NC1[C@@H]2N(C(=C(CS2)CSC=2SC(=NN2)CN)C(=O)O)C1=O)=NOCCN (7-[2-(2-aminothiazol-4-yl)-2-(2-aminoethoxyimino)acetamido]-3-(5-aminomethyl-1,3,4-thiadiazol-2-yl)thiomethyl-3-cephem-4-carboxylic acid trihydrochloride). The yield is 92.1%. Reaction SMILES: C([NH:3][C:4]1[S:5][CH:6]=[C:7]([C:9](=[N:41][O:42][CH2:43][CH2:44][NH:45]C(OC(C)(C)C)=O)[C:10]([NH:12][CH:13]2[C:39](=[O:40])[N:15]3[C:16]([C:36]([OH:38])=[O:37])=[C:17]([CH2:20][S:21][C:22]4[S:23][C:24]([CH2:27][NH:28]C(OC(C)(C)C)=O)=[N:25][N:26]=4)[CH2:18][S:19][C@H:14]23)=[O:11])[N:8]=1)=O.[ClH:53]>CO>[ClH:53].[ClH:53].[ClH:53].[NH2:3][C:4]1[S:5][CH:6]=[C:7]([C:9](=[N:41][O:42][CH2:43][CH2:44][NH2:45])[C:10]([NH:12][CH:13]2[C:39](=[O:40])[N:15]3[C:16]([C:36]([OH:38])=[O:37])=[C:17]([CH2:20][S:21][C:22]4[S:23][C:24]([CH2:27][NH2:28])=[N:25][N:26]=4)[CH2:18][S:19][C@H:14]23)=[O:11])[N:8]=1 |f:3.4.5.6|. Procedure: 7-[2-(2-Formamidothiazol-4-yl)-2-(2-tert-butoxycarbonylaminoethoxyimino)acetamido]-3-(5-tert-butoxycarbonylaminomethyl-1,3,4-thiadiazol-2-yl)thiomethyl-3-cephem-4-carboxylic acid (syn isomer, 3.7 g.), conc. hydrochloric acid (2.9 g.) and methanol (50 ml.) were treated in a similar manner to that of Example 8-(2) to give 7-[2-(2-aminothiazol-4-yl)-2-(2-aminoethoxyimino)acetamido]-3-(5-aminomethyl-1,3,4-thiadiazol-2-yl)thiomethyl-3-cephem-4-carboxylic acid trihydrochloride (syn isomer, 2.9 g.). Starting materials: ice, ClC1=CC(=CC=C1)C(=O)OO (m-chloroperbenzoic acid), NC1=C(CSC=2NC=CN2)C=CC=C1 (2-(2-aminobenzylthio)imidazole). The solvent is C(Cl)(Cl)Cl (chloroform), CO (methanol). Yields the product NC1=C(CS(=O)C=2NC=CN2)C=CC=C1 (2-(2-aminobenzylsulfinyl)imidazole). Isolated yield 12.7%. As a reaction SMILES: [NH2:1][C:2]1[CH:14]=[CH:13][CH:12]=[CH:11][C:3]=1[CH2:4][S:5][C:6]1[NH:7][CH:8]=[CH:9][N:10]=1.ClC1C=CC=C(C(OO)=[O:23])C=1>C(Cl)(Cl)Cl.CO>[NH2:1][C:2]1[CH:14]=[CH:13][CH:12]=[CH:11][C:3]=1[CH2:4][S:5]([C:6]1[NH:10][CH:9]=[CH:8][N:7]=1)=[O:23]. Procedure details: To a solution of 2.5 g of 2-(2-aminobenzylthio)imidazole in a mixture of 25 ml of chloroform and 10 ml of methanol was dropwise added under stirring and under chilling with ice 2.6 g (12.1 mmol) of m-chloroperbenzoic acid. The mixture was further stirred for 15 min. Thus precipitated crystalline product was collected by filtration, washed twice with water and placed in 40 ml of saturated aqueous sodium hydrogencarbonate. The aqueous mixture was stirred, and then the crystalline product was colle... The reactants are CI (methyl iodide), N1(CCCC1)C=1CCC2=CC=CC(=C2C1)Cl (3-pyrrolidino-5-chloro-1,2-dihydronaphthalene), O (water), C(C)(=O)O (acetic acid). The solvent is O1CCOCC1 (p-dioxane), CCOCC (ether). Reaction conditions: time 4 hour. Yields the product CC1C(CCC2=CC=CC(=C12)Cl)=O (1-methyl-8-chloro-2-tetralone). RXN SMILES: N1([C:6]2C[CH2:8][C:9]3[C:14]([CH:15]=2)=[C:13]([Cl:16])[CH:12]=[CH:11][CH:10]=3)CCCC1.CI.O.[C:20]([OH:23])(=O)[CH3:21]>O1CCOCC1.CCOCC>[CH3:6][CH:15]1[C:14]2[C:9](=[CH:10][CH:11]=[CH:12][C:13]=2[Cl:16])[CH2:8][CH2:21][C:20]1=[O:23]. Procedure: The dihydronaphthalene was dissolved in 30 ml of p-dioxane. To the solution were added 10 ml of methyl iodide, and the mixture was heated to reflux for 18 hours under nitrogen. To the reaction mixture then were added 25 ml of water and 1 ml of acetic acid, and the heating was continued for four hours. The reaction mixture then was cooled to room temperature, and the solvent was removed in vacuo. The resulting residue was suspended in water, and the aqueous mixture was extracted with ether. The o...